Dataset: the Open Reaction Database (ORD), a public repository of structured organic reaction records. Task: describe an organic reaction: reactants, conditions, products, and yield Starting materials: C1COCCO1, COc1ncnc(N)c1C(F)(F)F, Cl. As a reaction SMILES: [CH2:15]1[O:16][CH2:17][CH2:18][O:19][CH2:20]1.[CH3:1][O:2][c:3]1[c:4]([C:10]([F:11])([F:12])[F:13])[c:5]([NH2:9])[n:6][cH:7][n:8]1.[ClH:14]>>[OH:2][c:3]1[c:4]([C:10]([F:11])([F:12])[F:13])[c:5]([NH2:9])[n:6][cH:7][n:8]1. Product: Nc1ncnc(O)c1C(F)(F)F. The reactants are O=C(O)c1cc(F)c(Br)cc1F, C1CCOC1, CCN(C(C)C)C(C)C, NC(=O)c1sccc1N, O=S(Cl)Cl. Product: NC(=O)c1sccc1NC(=O)c1cc(F)c(Br)cc1F. Reaction SMILES: [Br:1][c:2]1[cH:3][c:4]([F:12])[c:5]([C:6](=[O:7])[OH:8])[cH:9][c:10]1[F:11].[CH2:35]1[O:36][CH2:37][CH2:38][CH2:39]1.[CH:26]([N:27]([CH2:28][CH3:29])[CH:30]([CH3:31])[CH3:32])([CH3:33])[CH3:34].[NH2:17][c:18]1[c:19]([C:23](=[O:24])[NH2:25])[s:20][cH:21][cH:22]1.[S:13]([Cl:14])([Cl:15])=[O:16]>>[Br:1][c:2]1[cH:3][c:4]([F:12])[c:5]([C:6](=[O:8])[NH:17][c:18]2[c:19]([C:23](=[O:24])[NH2:25])[s:20][cH:21][cH:22]2)[cH:9][c:10]1[F:11]. The reactants are COC(=O)CBr, CC(C)(C)OC(=O)NCc1ccc2c(Br)c(O)ccc2c1, O=C([O-])[O-], CCOC(C)=O, [K+], [K+], CN(C)C=O. The product is COC(=O)COc1ccc2cc(CNC(=O)OC(C)(C)C)ccc2c1Br. RXN SMILES: [Br:28][CH2:29][C:30](=[O:31])[O:32][CH3:33].[C:1]([CH3:2])([CH3:3])([CH3:4])[O:5][C:6]([NH:7][CH2:8][c:9]1[cH:10][c:11]2[cH:12][cH:13][c:14]([OH:20])[c:15]([Br:19])[c:16]2[cH:17][cH:18]1)=[O:21].[C:22](=[O:23])([O-:24])[O-:25].[CH3:39][CH2:40][O:41][C:42](=[O:43])[CH3:44].[K+:26].[K+:27].[O:34]=[CH:35][N:36]([CH3:37])[CH3:38]>>[C:1]([CH3:2])([CH3:3])([CH3:4])[O:5][C:6]([NH:7][CH2:8][c:9]1[cH:10][c:11]2[cH:12][cH:13][c:14]([O:20][CH2:29][C:30](=[O:31])[O:32][CH3:33])[c:15]([Br:19])[c:16]2[cH:17][cH:18]1)=[O:21]. Reaction SMILES: [CH3:1][c:2]1[cH:3][cH:4][c:5]([N+:23]([O-:24])=[O:25])[c:6]([NH:8][CH:9]2[CH2:10][CH2:11][N:12]([CH:15]3[CH2:16][CH2:17][CH:18]([O:21][CH3:22])[CH2:19][CH2:20]3)[CH2:13][CH2:14]2)[cH:7]1.[CH3:29][CH2:30][OH:31].[NH2:27][NH2:28].[OH2:26]>>[CH3:1][c:2]1[cH:3][cH:4][c:5]([NH2:23])[c:6]([NH:8][CH:9]2[CH2:10][CH2:11][N:12]([CH:15]3[CH2:16][CH2:17][CH:18]([O:21][CH3:22])[CH2:19][CH2:20]3)[CH2:13][CH2:14]2)[cH:7]1. Reactants: COC1CCC(N2CCC(Nc3cc(C)ccc3[N+](=O)[O-])CC2)CC1, CCO, NN, O. The product is COC1CCC(N2CCC(Nc3cc(C)ccc3N)CC2)CC1. Starting materials: O=C([O-])O, CCN1c2cc([N+](=O)[O-])ccc2N(C)C(=O)c2cccnc21, CC(=O)O, Cl, [Na+], [Na+], [OH-]. The product is CCN1c2cc(N)ccc2N(C)C(=O)c2cccnc21. RXN SMILES: [C:23](=[O:24])([OH:25])[O-:26].[CH2:1]([CH3:2])[N:3]1[c:4]2[c:5]([cH:19][cH:20][cH:21][n:22]2)[C:6](=[O:18])[N:7]([CH3:17])[c:8]2[c:9]1[cH:10][c:11]([N+:14]([O-:15])=[O:16])[cH:12][cH:13]2.[CH3:30][C:31](=[O:32])[OH:33].[ClH:34].[Na+:27].[Na+:29].[OH-:28]>>[CH2:1]([CH3:2])[N:3]1[c:4]2[c:5]([cH:19][cH:20][cH:21][n:22]2)[C:6](=[O:18])[N:7]([CH3:17])[c:8]2[c:9]1[cH:10][c:11]([NH2:14])[cH:12][cH:13]2.